From a dataset of the Open Reaction Database (ORD), a public repository of structured organic reaction records. describe an organic reaction: reactants, conditions, products, and yield Starting materials: CO, O=C(O)c1cccc2c(=O)c3cccc(F)c3[nH]c12, O. Product: O=C(O)c1cccc2cc3cccc(F)c3nc12. Reaction SMILES: [CH3:20][OH:21].[F:1][c:2]1[c:3]2[nH:4][c:5]3[c:6]([C:17](=[O:18])[OH:19])[cH:7][cH:8][cH:9][c:10]3[c:11](=[O:16])[c:12]2[cH:13][cH:14][cH:15]1.[OH2:22]>>[F:1][c:2]1[c:3]2[n:4][c:5]3[c:6]([C:17](=[O:18])[OH:19])[cH:7][cH:8][cH:9][c:10]3[cH:11][c:12]2[cH:13][cH:14][cH:15]1. Yields the product Cl.ClC=1C=C(C=CC1F)C1=NN2C(CN[C@H]3[C@@H]2COC3)=C1C(=O)N ((5aS,8aR)-2-(3-Chloro-4-fluorophenyl)-4,5,5a,6,8,8a-hexahydrofuro[3,4-e]pyrazolo[1,5-a]pyrazine-3-carboxamide HCl). Reactants: C(N)(=O)C=1C(=NN2C1CN([C@H]1[C@@H]2COC1)C(=O)OC(C)(C)C)C1=CC(=C(C=C1)F)Cl ((5aS,8aR)-tert-Butyl 3-carbamoyl-2-(3-chloro-4-fluorophenyl)-5a,6,8,8a-tetrahydrofuro[3,4-e]pyrazolo[1,5-a]pyrazine-5(4H)-carboxylate), Cl (HCl). The yield is 198.9%. Reaction conditions: time 2 hour. Procedure details: To a stirred solution of Intermediate 352G (0.2 g, 0.458 mmol) in dioxane (1 mL) was added a solution of HCl in dioxane (2 mL, 8.0 mmol, 4 M). After stirring at RT for 2 h, the reaction mixture was concentrated and the crude product was triturated with hexanes to afford Intermediate 352H (0.17 g, 71%) as an off-white solid. MS(ES): −m/z=337 [M+H]+. 1H NMR (400 MHz, DMSO-d6) δ ppm 7.90 (ddd, J=1.8, 7.5, 14.3 Hz, 1H), 7.80-7.68 (m, 2H), 7.54-7.47 (m, 1H), 7.38 (dd, J=8.3, 9.8 Hz, 1H), 5.10 (br. s.... The solvent is O1CCOCC1 (dioxane), O1CCOCC1 (dioxane). Reaction SMILES: [C:1]([C:4]1[C:5]([C:23]2[CH:28]=[CH:27][C:26]([F:29])=[C:25]([Cl:30])[CH:24]=2)=[N:6][N:7]2[C@H:12]3[CH2:13][O:14][CH2:15][C@H:11]3[N:10](C(OC(C)(C)C)=O)[CH2:9][C:8]=12)(=[O:3])[NH2:2].Cl>O1CCOCC1>[ClH:30].[Cl:30][C:25]1[CH:24]=[C:23]([C:5]2[C:4]([C:1]([NH2:2])=[O:3])=[C:8]3[CH2:9][NH:10][C@@H:11]4[CH2:15][O:14][CH2:13][C@@H:12]4[N:7]3[N:6]=2)[CH:28]=[CH:27][C:26]=1[F:29] |f:3.4|. Starting materials: OC1=CC=C(C(=O)OC)C=C1 (methyl 4-hydroxybenzoate), C(CCCCCCCCCCCCCCCCCCCCC)Br (docosylbromide), C(CCCCCCCCCCCCCCCCC)OC1=CC=C(C(=O)OC)C=C1 (methyl 4-octadecyloxybenzoate). Product: C(CCCCCCCCCCCCCCCCCCCCC)OC1=CC=C(C(=O)OC)C=C1 (Methyl 4-docosyloxybenzoate). RXN SMILES: [OH:1][C:2]1[CH:11]=[CH:10][C:5]([C:6]([O:8][CH3:9])=[O:7])=[CH:4][CH:3]=1.[CH2:12](Br)[CH2:13][CH2:14][CH2:15][CH2:16][CH2:17][CH2:18][CH2:19][CH2:20][CH2:21][CH2:22][CH2:23][CH2:24][CH2:25][CH2:26][CH2:27][CH2:28][CH2:29][CH2:30][CH2:31][CH2:32][CH3:33].C(OC1C=CC(C(OC)=O)=CC=1)CCCCCCCCCCCCCCCCC>>[CH2:33]([O:1][C:2]1[CH:3]=[CH:4][C:5]([C:6]([O:8][CH3:9])=[O:7])=[CH:10][CH:11]=1)[CH2:32][CH2:31][CH2:30][CH2:29][CH2:28][CH2:27][CH2:26][CH2:25][CH2:24][CH2:23][CH2:22][CH2:21][CH2:20][CH2:19][CH2:18][CH2:17][CH2:16][CH2:15][CH2:14][CH2:13][CH3:12]. Reported procedure: This compound was prepared from methyl 4-hydroxybenzoate and docosylbromide (C22H45Br) in an analogous manner to that described above for methyl 4-octadecyloxybenzoate.